Dataset: the Open Reaction Database (ORD), a public repository of structured organic reaction records. Task: describe an organic reaction: reactants, conditions, products, and yield The reactants are NC=1C(=C(C(=O)OC)C=CC1Cl)C (methyl 3-amino-4-chloro-2-methylbenzoate), F[B-](F)(F)F.[NH4+] (ammonium tetrafluoroborate), Cl (hydrochloric acid), N(=O)[O-].[Na+] (sodium nitrite), C(C)(=O)[O-].[K+] (potassium acetate). Reagents/catalysts: C1COCCOCCOCCOCCOCCO1 (18-crown-6). The solvent is O (water), O (water), O (water). Run at time 35 minute. Product: ClC1=CC=C(C=2C=NNC12)C(=O)OC (methyl 7-chloro-1H-indazole-4-carboxylate). Yield: 234.5%. As a reaction SMILES: [NH2:1][C:2]1[C:3]([CH3:13])=[C:4]([CH:9]=[CH:10][C:11]=1[Cl:12])[C:5]([O:7][CH3:8])=[O:6].F[B-](F)(F)F.[NH4+].Cl.[N:21]([O-])=O.[Na+].C([O-])(=O)C.[K+]>O.C1OCCOCCOCCOCCOCCOC1>[Cl:12][C:11]1[C:2]2[NH:1][N:21]=[CH:13][C:3]=2[C:4]([C:5]([O:7][CH3:8])=[O:6])=[CH:9][CH:10]=1 |f:1.2,4.5,6.7|. Reported procedure: To a solution of methyl 3-amino-4-chloro-2-methylbenzoate (6.50 g, 32.6 mmol) and ammonium tetrafluoroborate (4.44 g, 42.3 mmol) in water (2.0 mL) and concentrated hydrochloric acid (17.6 mL, 212 mmol) was added a solution of sodium nitrite (2.25 g, 32.6 mmol) in water (8 mL) at 0° C. for 25 min, and the mixture was stirred for 35 min. The precipitated solid was collected by filtration, washed with ether, and dried under reduced pressure. The obtained solid was dissolved in chloroform (100 mL), ... Reactants: C1CCOC1, CCOC(=O)CCCS(=O)(=O)c1ccc(NC(=O)c2cc(N(CC3CC3)C3CCCCC3)ncn2)cc1, Cl, [Na+], [OH-]. Product: O=C(O)CCCS(=O)(=O)c1ccc(NC(=O)c2cc(N(CC3CC3)C3CCCCC3)ncn2)cc1. RXN SMILES: [CH2:41]1[O:42][CH2:43][CH2:44][CH2:45]1.[CH:1]1([N:7]([c:8]2[cH:9][c:10]([C:14](=[O:15])[NH:16][c:17]3[cH:18][cH:19][c:20]([S:23](=[O:24])(=[O:25])[CH2:26][CH2:27][CH2:28][C:29](=[O:30])[O:31][CH2:32][CH3:33])[cH:21][cH:22]3)[n:11][cH:12][n:13]2)[CH2:34][CH:35]2[CH2:36][CH2:37]2)[CH2:2][CH2:3][CH2:4][CH2:5][CH2:6]1.[ClH:40].[Na+:39].[OH-:38]>>[CH:1]1([N:7]([c:8]2[cH:9][c:10]([C:14](=[O:15])[NH:16][c:17]3[cH:18][cH:19][c:20]([S:23](=[O:24])(=[O:25])[CH2:26][CH2:27][CH2:28][C:29](=[O:30])[OH:31])[cH:21][cH:22]3)[n:11][cH:12][n:13]2)[CH2:34][CH:35]2[CH2:36][CH2:37]2)[CH2:2][CH2:3][CH2:4][CH2:5][CH2:6]1.